From a dataset of the Open Reaction Database (ORD), a public repository of structured organic reaction records. describe an organic reaction: reactants, conditions, products, and yield The reactants are COc1cc2nccc(Oc3ccc(NC(=O)NC4CCN(Cc5ccccc5)CC4)cc3)c2cc1OC, CC(Cl)OC(=O)Cl, ClCCCl. Yields the product COc1cc2nccc(Oc3ccc(NC(=O)NC4CCNCC4)cc3)c2cc1OC. RXN SMILES: [CH2:1]([c:2]1[cH:3][cH:4][cH:5][cH:6][cH:7]1)[N:8]1[CH2:9][CH2:10][CH:11]([NH:14][C:15](=[O:16])[NH:17][c:18]2[cH:19][cH:20][c:21]([O:24][c:25]3[cH:26][cH:27][n:28][c:29]4[cH:30][c:31]([O:37][CH3:38])[c:32]([O:35][CH3:36])[cH:33][c:34]34)[cH:22][cH:23]2)[CH2:12][CH2:13]1.[Cl:39][C:40]([O:41][CH:42]([Cl:43])[CH3:44])=[O:45].[Cl:46][CH2:47][CH2:48][Cl:49]>>[NH:8]1[CH2:9][CH2:10][CH:11]([NH:14][C:15](=[O:16])[NH:17][c:18]2[cH:19][cH:20][c:21]([O:24][c:25]3[cH:26][cH:27][n:28][c:29]4[cH:30][c:31]([O:37][CH3:38])[c:32]([O:35][CH3:36])[cH:33][c:34]34)[cH:22][cH:23]2)[CH2:12][CH2:13]1. Starting materials: BrC=1C=C(C(=O)O)C=CN1 (2-bromoisonicotinic acid), C(C)(C)C=1C=C(N)C=CC1 (3-isopropylaniline). Yields the product BrC=1C=C(C(=O)NC2=CC(=CC=C2)C(C)C)C=CN1 (2-Bromo-N-(3-isopropyl-phenyl)-isonicotinamide). Reaction SMILES: [Br:1][C:2]1[CH:3]=[C:4]([CH:8]=[CH:9][N:10]=1)[C:5]([OH:7])=O.[CH:11]([C:14]1[CH:15]=[C:16]([CH:18]=[CH:19][CH:20]=1)[NH2:17])([CH3:13])[CH3:12]>>[Br:1][C:2]1[CH:3]=[C:4]([CH:8]=[CH:9][N:10]=1)[C:5]([NH:17][C:16]1[CH:18]=[CH:19][CH:20]=[C:14]([CH:11]([CH3:13])[CH3:12])[CH:15]=1)=[O:7]. Procedure: In a manner similar to that described in Preparation 17, 2-bromoisonicotinic acid and 3-isopropylaniline were converted to the title compound The reactants are C(C1=CC=CC=C1)OC(=O)C1(CCN(CC1)CC1=CC=C(C=C1)C1=NOC(=N1)C1=CC(=C(C=C1)C1=CC=CC=C1)F)C(=O)N1CCOCC1 (1-{4-[5-(2-fluoro-biphenyl-4-yl)-[1,2,4]oxadiazol-3-yl]-benzyl}-4-(morpholine-4-carbonyl)-piperidine-4-carboxylic acid benzyl ester). Reagents/catalysts: [Pd] (Pd/C). Solvent: C(C)(=O)OCC.O1CCCC1.C(C)O (ethyl acetate tetrahydrofuran ethanol). Conditions: time 2 hour. The product is FC1=C(C=CC(=C1)C1=NC(=NO1)C1=CC=C(CN2CCC(CC2)(C(=O)O)C(=O)N2CCOCC2)C=C1)C1=CC=CC=C1 (1-{4-[5-(2-fluoro-biphenyl-4-yl)-[1,2,4]oxadiazol-3-yl]-benzyl}-4-(morpholine-4-carbonyl)-piperidine-4-carboxylic acid). Reaction SMILES: C([O:8][C:9]([C:11]1([C:42]([N:44]2[CH2:49][CH2:48][O:47][CH2:46][CH2:45]2)=[O:43])[CH2:16][CH2:15][N:14]([CH2:17][C:18]2[CH:23]=[CH:22][C:21]([C:24]3[N:28]=[C:27]([C:29]4[CH:34]=[CH:33][C:32]([C:35]5[CH:40]=[CH:39][CH:38]=[CH:37][CH:36]=5)=[C:31]([F:41])[CH:30]=4)[O:26][N:25]=3)=[CH:20][CH:19]=2)[CH2:13][CH2:12]1)=[O:10])C1C=CC=CC=1>C(OCC)(=O)C.O1CCCC1.C(O)C.[Pd]>[F:41][C:31]1[CH:30]=[C:29]([C:27]2[O:26][N:25]=[C:24]([C:21]3[CH:20]=[CH:19][C:18]([CH2:17][N:14]4[CH2:13][CH2:12][C:11]([C:42]([N:44]5[CH2:45][CH2:46][O:47][CH2:48][CH2:49]5)=[O:43])([C:9]([OH:10])=[O:8])[CH2:16][CH2:15]4)=[CH:23][CH:22]=3)[N:28]=2)[CH:34]=[CH:33][C:32]=1[C:35]1[CH:36]=[CH:37][CH:38]=[CH:39][CH:40]=1 |f:1.2.3|. Procedure details: Pd/C (0.13 g) is added to a solution of 1-{4-[5-(2-fluoro-biphenyl-4-yl)-[1,2,4]oxadiazol-3-yl]-benzyl}-4-(morpholine-4-carbonyl)-piperidine-4-carboxylic acid benzyl ester (0.43 g, 0.0006 mol) in a mixture of ethyl acetate:tetrahydrofuran:ethanol (3:2:3, 45 mL). Hydrogen gas is bubbled through the reaction mixture under stirring at room temperature for 2 hrs. The reaction mixture is filtered through a celite bed, washed with MDC:MeOH (80:20, 100 mL) and the filtrate is concentrated under reduced... Reactants: OC=1C=CC(=C(C=O)C1)C (5-hydroxy-2-methylbenzaldehyde), [H-].[Na+] (sodium hydride), C[Si](CCOCCl)(C)C (2-(trimethylsilyl)ethoxymethyl chloride). Reaction conditions: time 45 minute. Product: CC1=C(C=O)C=C(C=C1)OCOCC[Si](C)(C)C (2-methyl-5-(2-(trimethylsilyl)ethoxymethoxy)benzaldehyde). Yield: 103.3%. As a reaction SMILES: [OH:1][C:2]1[CH:3]=[CH:4][C:5]([CH3:10])=[C:6]([CH:9]=1)[CH:7]=[O:8].[H-].[Na+].[CH3:13][Si:14]([CH3:21])([CH3:20])[CH2:15][CH2:16][O:17][CH2:18]Cl>>[CH3:10][C:5]1[CH:4]=[CH:3][C:2]([O:1][CH2:18][O:17][CH2:16][CH2:15][Si:14]([CH3:21])([CH3:20])[CH3:13])=[CH:9][C:6]=1[CH:7]=[O:8] |f:1.2|. Reported procedure: 5-hydroxy-2-methylbenzaldehyde (3.4 g) is added portionwise to a stirred suspension of sodium hydride (1.2 g, 60% dispersion in mineral oil). The reaction mixture is stirred at room temperature for 45 minutes, 2-(trimethylsilyl)ethoxymethyl chloride (5 g) is added slowly and stirring continued for a further 3 hours. The mixture is evaporated and the residue partitioned between ethyl acetate (50 mL) and water (150 mL). The organic phase is washed with brine (150 mL) dried over magnesium sulphate ... Reactants: C[O-], CO, CC(C)OC(C)C, O=C(Cl)c1cn(-c2cc(C(F)(F)F)nc3ccccc23)c2ccccc12, ClCCl, Cl, Cl, N=C(N)N, [Na+], C1CCOC1. Product: Cl, N=C(N)NC(=O)c1cn(-c2cc(C(F)(F)F)nc3ccccc23)c2ccccc12. Reaction SMILES: [CH3:1][O-:2].[CH3:41][OH:42].[CH:46]([O:47][CH:48]([CH3:49])[CH3:50])([CH3:51])[CH3:52].[Cl:15][C:16](=[O:17])[c:18]1[cH:19][n:20](-[c:27]2[cH:28][c:29]([C:37]([F:38])([F:39])[F:40])[n:30][c:31]3[cH:32][cH:33][cH:34][cH:35][c:36]23)[c:21]2[cH:22][cH:23][cH:24][cH:25][c:26]12.[Cl:43][CH2:44][Cl:45].[ClH:14].[ClH:4].[NH2:5][C:6](=[NH:7])[NH2:8].[Na+:3].[O:9]1[CH2:10][CH2:11][CH2:12][CH2:13]1>>[ClH:15].[NH:5]=[C:6]([NH:7][C:16](=[O:17])[c:18]1[cH:19][n:20](-[c:27]2[cH:28][c:29]([C:37]([F:38])([F:39])[F:40])[n:30][c:31]3[cH:32][cH:33][cH:34][cH:35][c:36]23)[c:21]2[cH:22][cH:23][cH:24][cH:25][c:26]12)[NH2:8]. Yields the product BrC#CC1=CC=CC=C1 (1-bromo-2-phenylacetylene). The reactants are C1(=CC=CC=C1)C#C (phenylacetylene), BrC(Cl)(Cl)Cl (bromotrichloromethane). As a reaction SMILES: [C:1]1([C:7]#[CH:8])[CH:6]=[CH:5][CH:4]=[CH:3][CH:2]=1.[Br:9]C(Cl)(Cl)Cl>O.O.O.[F-].C([N+](CCCC)(CCCC)CCCC)CCC.C1(C#C)C=CC=CC=1>[Br:9][C:8]#[C:7][C:1]1[CH:6]=[CH:5][CH:4]=[CH:3][CH:2]=1 |f:2.3.4.5.6|. Reported procedure: In a 10 mL round-bottom flask, 1.02 g of phenylacetylene (10 mmol), 2.1 g bromotrichloromethane (10.5 mmol) and 100 mg of tetra-n-butylammonium fluoride trihydrate (0.316 mmol) were stirred at 24° C. for 15 min. The temperature of the mixture rose to 33° C. in the course of the process. Analysis of the resulting mixture showed that it contained 1.72 g of 1-bromo-2-phenylacetylene (95% yield) and 0.05 g of the unconverted phenylacetylene. The reagents and catalysts are O.O.O.[F-].C(CCC)[N+](CCCC)(CCCC)CCCC (tetra-n-butylammonium fluoride trihydrate), C1(=CC=CC=C1)C#C (phenylacetylene). The yield is 95.0%. Reactants: FC1=CC=C(C=C1)C (Para-Fluorotoluene), CC(=O)CC (ethyl methyl ketone), O=O.CCCC (oxygen butane). The reagents and catalysts are O.O.O.O.C(C)(=O)[O-].C(C)(=O)[O-].[Co+2] (cobalt diacetate-tetrahydrate). Run in C(C)(=O)O (acetic acid). The product is C(C1=CC=CC=C1)(=O)O (benzoic acid), B1. RXN SMILES: F[C:2]1C=C[C:5](C)=[CH:4][CH:3]=1.C[C:10]([CH2:12][CH3:13])=[O:11].[O:14]=O.CCCC>C(O)(=O)C.O.O.O.O.C([O-])(=O)C.C([O-])(=O)C.[Co+2]>[C:10]([OH:11])(=[O:14])[C:12]1[CH:13]=[CH:5][CH:4]=[CH:3][CH:2]=1 |f:2.3,5.6.7.8.9.10.11|. Procedure: Para-Fluorotoluene derivatives B16 are heated at about 90° C. to 110° C. for about 2-3 hours with cobalt diacetate-tetrahydrate and ethyl methyl ketone in acetic acid under pressure of oxygen-butane to produce benzoic acid derivatives B1. The reactants are [BH4-], CCO, ClCCl, CCCOc1ccc(F)c2c(=O)c(-c3ccsc3C=O)c[nH]c12, [Na+]. Yields the product CCCOc1ccc(F)c2c(=O)c(-c3ccsc3CO)c[nH]c12. RXN SMILES: [BH4-:24].[CH3:29][CH2:30][OH:31].[Cl:26][CH2:27][Cl:28].[F:1][c:2]1[c:3]2[c:4](=[O:23])[c:5](-[c:16]3[c:17]([CH:21]=[O:22])[s:18][cH:19][cH:20]3)[cH:6][nH:7][c:8]2[c:9]([O:12][CH2:13][CH2:14][CH3:15])[cH:10][cH:11]1.[Na+:25]>>[F:1][c:2]1[c:3]2[c:4](=[O:23])[c:5](-[c:16]3[c:17]([CH2:21][OH:22])[s:18][cH:19][cH:20]3)[cH:6][nH:7][c:8]2[c:9]([O:12][CH2:13][CH2:14][CH3:15])[cH:10][cH:11]1. Starting materials: CCOC(=O)Cc1ccc(OC)c(-c2ccc(C(F)(F)F)cc2CN(CC)C(=NCc2ccccc2)NC#N)c1, C1CCOC1, CCOC(C)=O, [Li+], [OH-], O, O=C(O)CC(O)(CC(=O)O)C(=O)O. RXN SMILES: [CH2:1]([CH3:2])[O:3][C:4]([CH2:5][c:6]1[cH:7][c:8](-[c:14]2[c:15]([CH2:24][N:25]([C:26](=[N:27][CH2:28][c:29]3[cH:30][cH:31][cH:32][cH:33][cH:34]3)[NH:35][C:36]#[N:37])[CH2:38][CH3:39])[cH:16][c:17]([C:20]([F:21])([F:22])[F:23])[cH:18][cH:19]2)[c:9]([O:12][CH3:13])[cH:10][cH:11]1)=[O:40].[CH2:56]1[O:57][CH2:58][CH2:59][CH2:60]1.[CH3:62][CH2:63][O:64][C:65]([CH3:66])=[O:67].[Li+:41].[OH-:42].[OH2:61].[OH:43][C:44]([CH2:45][C:46]([C:47](=[O:48])[OH:49])([CH2:50][C:51](=[O:52])[OH:53])[OH:54])=[O:55]>>[O:3]=[C:4]([CH2:5][c:6]1[cH:7][c:8](-[c:14]2[c:15]([CH2:24][N:25]([C:26](=[N:27][CH2:28][c:29]3[cH:30][cH:31][cH:32][cH:33][cH:34]3)[NH:35][C:36]#[N:37])[CH2:38][CH3:39])[cH:16][c:17]([C:20]([F:21])([F:22])[F:23])[cH:18][cH:19]2)[c:9]([O:12][CH3:13])[cH:10][cH:11]1)[OH:40]. Product: CCN(Cc1cc(C(F)(F)F)ccc1-c1cc(CC(=O)O)ccc1OC)C(=NCc1ccccc1)NC#N.